From a dataset of the Open Reaction Database (ORD), a public repository of structured organic reaction records. describe an organic reaction: reactants, conditions, products, and yield Starting materials: O1C2CC3=CC=CC=C3CC21 (2,3-epoxy-1,2,3,4-tetrahydronaphthalene), CN(C)CCC[Li] (dimethylamino propyllithium), O (water). Solvent: CCOCC (ether), CCOCC (ether). The product is CN(CCC[C@H]1[C@@H](CC2=CC=CC=C2C1)O)C (trans-3-[3-(Dimethylamino)propyl]-1,2,3,4-tetrahydro-2-naphthalenol). Reaction SMILES: [CH3:1][N:2]([CH2:4][CH2:5][CH2:6][Li])[CH3:3].[O:8]1[CH:18]2[CH:9]1[CH2:10][C:11]1[C:16]([CH2:17]2)=[CH:15][CH:14]=[CH:13][CH:12]=1.O>CCOCC>[CH3:1][N:2]([CH3:3])[CH2:4][CH2:5][CH2:6][C@@H:18]1[CH2:17][C:16]2[C:11](=[CH:12][CH:13]=[CH:14][CH:15]=2)[CH2:10][C@H:9]1[OH:8]. Reported procedure: to a solution of 0.1 mol of dimethylamino propyllithium in 500 ml of ether cooled to 0°-5° C. is added dropwise a solution of 7.3 g (0.05 mol) of 2,3-epoxy-1,2,3,4-tetrahydronaphthalene in 100 ml of ether. The reaction mixture is then heated under reflux for 2 hours and decomposed with water. The organic layer is separated and dried and the desired 1,2,3,4-tetrahydro-3-(3-dimethylaminopropyl)-2-naphthalenol separated from byproducts by column chromatography on neutral alumina.